This data is from the Open Reaction Database (ORD), a public repository of structured organic reaction records. The task is: describe an organic reaction: reactants, conditions, products, and yield The reactants are CCOC(=O)C1(C(=O)c2ccccc2)CC1, CO, [H][H], O. The product is CCOC(=O)C1(C(O)c2ccccc2)CC1. Reaction SMILES: [C:1]([c:2]1[cH:3][cH:4][cH:5][cH:6][cH:7]1)(=[O:8])[C:9]1([C:12](=[O:13])[O:14][CH2:15][CH3:16])[CH2:10][CH2:11]1.[CH3:20][OH:21].[H:17][H:18].[OH2:19]>>[CH:1]([c:2]1[cH:3][cH:4][cH:5][cH:6][cH:7]1)([OH:8])[C:9]1([C:12](=[O:13])[O:14][CH2:15][CH3:16])[CH2:10][CH2:11]1. The reactants are C(CC)N (n-propylamine), FC1=CC=C(C=C1)C1=C(C(=NC(=C1CC=CO)C(C)C)C(C)C)C(=O)O (4-(4-fluorophenyl)-5-(3-hydroxy-2-propenyl)-2,6-bis(1-methylethyl)-3-pyridinecarboxylic acid), ON1N=NC2=C1C=CC=C2 (1-hydroxybenzotriazole), C1CCC(CC1)N=C=NC2CCCCC2 (DCC). Run in C(C)(=O)OCC (ethyl acetate). Reaction conditions: time 25 minute. Product: FC1=CC=C(C=C1)C1=C(C(=NC(=C1CC=CO)C(C)C)C(C)C)C(=O)NCCC (4-(4-Fluorophenyl)-5-(3-hydroxy-2-propenyl)-2,6-bis(1-methylethyl)-N-propyl-3-pyridinecarboxamide). Isolated yield 37.0%. RXN SMILES: [F:1][C:2]1[CH:7]=[CH:6][C:5]([C:8]2[C:13]([CH2:14][CH:15]=[CH:16][OH:17])=[C:12]([CH:18]([CH3:20])[CH3:19])[N:11]=[C:10]([CH:21]([CH3:23])[CH3:22])[C:9]=2[C:24]([OH:26])=O)=[CH:4][CH:3]=1.O[N:28]1[C:32]2C=CC=[CH:36][C:31]=2N=N1.C1CCC(N=C=NC2CCCCC2)CC1.C(N)CC>C(OCC)(=O)C>[F:1][C:2]1[CH:3]=[CH:4][C:5]([C:8]2[C:13]([CH2:14][CH:15]=[CH:16][OH:17])=[C:12]([CH:18]([CH3:20])[CH3:19])[N:11]=[C:10]([CH:21]([CH3:22])[CH3:23])[C:9]=2[C:24]([NH:28][CH2:32][CH2:31][CH3:36])=[O:26])=[CH:6][CH:7]=1. Procedure details: To a stirring solution of 4-(4-fluorophenyl)-5-(3-hydroxy-2-propenyl)-2,6-bis(1-methylethyl)-3-pyridinecarboxylic acid (4.0 g, 0.0112 mol) was added 1.51 g of 1-hydroxybenzotriazole (0.0112 mol) followed by 2.31 g of DCC (0.0112 mol). The resulting mixture was stirred 25 minutes, then 1.84 ml of n-propylamine (0.0224 mol) was added. The resulting mixture was stirred for 72 hrs and then was taken up in ethyl acetate (500 ml), filtered, washed with water (2×250 ml), washed with 30% saturated NaHCO... The reactants are N#Cc1ccc(Cl)c(B(O)O)c1, [Na+], [Na+], O=C([O-])[O-], C1COCCO1, O, CC(C)N1C(=O)N(S(=O)(=O)c2ccccc2)CC1c1cccc(Br)c1. The product is CC(C)N1C(=O)N(S(=O)(=O)c2ccccc2)CC1c1cccc(-c2cc(C#N)ccc2Cl)c1. Reaction SMILES: [Cl:26][c:27]1[c:28]([B:35]([OH:36])[OH:37])[cH:29][c:30]([C:33]#[N:34])[cH:31][cH:32]1.[Na+:38].[Na+:39].[O-:40][C:41](=[O:42])[O-:43].[O:45]1[CH2:46][CH2:47][O:48][CH2:49][CH2:50]1.[OH2:44].[c:1]1([S:7](=[O:8])(=[O:9])[N:10]2[C:11](=[O:25])[N:12]([CH:22]([CH3:23])[CH3:24])[CH:13]([c:15]3[cH:16][c:17]([Br:21])[cH:18][cH:19][cH:20]3)[CH2:14]2)[cH:2][cH:3][cH:4][cH:5][cH:6]1>>[c:1]1([S:7](=[O:8])(=[O:9])[N:10]2[C:11](=[O:25])[N:12]([CH:22]([CH3:23])[CH3:24])[CH:13]([c:15]3[cH:16][c:17](-[c:28]4[c:27]([Cl:26])[cH:32][cH:31][c:30]([C:33]#[N:34])[cH:29]4)[cH:18][cH:19][cH:20]3)[CH2:14]2)[cH:2][cH:3][cH:4][cH:5][cH:6]1. Reactants: C(O)([O-])=O.[K+] (Potassium hydrogencarbonate), FC=1C=C(C=CC1[N+](=O)[O-])OC1=NNC(=C1)C (3-(3-fluoro-4-nitrophenyloxy)-5-methylpyrazole), C(C)O (ethanol), O (water). The product is C(C)OC=1C=C(C=CC1[N+](=O)[O-])OC1=NNC(=C1)C (3-(3-ethoxy-4-nitrophenyloxy)-5-methylpyrazole). Yield: 42.3%. Reaction SMILES: C(=O)([O-])O.[K+].F[C:7]1[CH:8]=[C:9]([O:16][C:17]2[CH:21]=[C:20]([CH3:22])[NH:19][N:18]=2)[CH:10]=[CH:11][C:12]=1[N+:13]([O-:15])=[O:14].O.[CH2:24]([OH:26])[CH3:25]>>[CH2:24]([O:26][C:7]1[CH:8]=[C:9]([O:16][C:17]2[CH:21]=[C:20]([CH3:22])[NH:19][N:18]=2)[CH:10]=[CH:11][C:12]=1[N+:13]([O-:15])=[O:14])[CH3:25] |f:0.1|. Procedure: Potassium hydrogencarbonate (0.15 g, 1.5 mmol) was added to a solution of 3-(3-fluoro-4-nitrophenyloxy)-5-methylpyrazole (0.36 g, 1.5 mmol) in ethanol (5 ml), and the mixture was refluxed under heating for 10 hours. After completion of the reaction, the reaction mixture was poured into water (10 ml) and extracted with ethyl acetate (10 ml×2), dried over anhydrous magnesium sulfate and filtered to remove magnesium sulfate, and the solvent was distilled off from the filtrate under reduced pressure... Starting materials: C(C)(=O)C1=CC=C(C=C1)OCC(=O)O ((4-Acetylphenyloxy)acetic acid), CCN=C=NCCCN(C)C.Cl (EDC hydrochloride), C=1C=CC2=C(C1)N=NN2O (HOBt), Cl.Cl.NC1CCN(CC1)CC1=CC(=C(C=C1)Cl)Cl (4-amino-1-(3,4-dichlorobenzyl)piperidine dihydrochloride). Solvent: CN(C)C=O (DMF), C(C)N(CC)CC (triethylamine). Run at time 12 hour. Yields the product C(C)(=O)C1=CC=C(C=C1)OCC(=O)NC1CCN(CC1)CC1=CC(=C(C=C1)Cl)Cl ((4-acetylphenyloxy)-N-[1-(3,4-dichlorobenzyl)piperidin-4-yl]acetamide). The yield is 29.2%. As a reaction SMILES: [C:1]([C:4]1[CH:9]=[CH:8][C:7]([O:10][CH2:11][C:12]([OH:14])=O)=[CH:6][CH:5]=1)(=[O:3])[CH3:2].Cl.Cl.[NH2:17][CH:18]1[CH2:23][CH2:22][N:21]([CH2:24][C:25]2[CH:30]=[CH:29][C:28]([Cl:31])=[C:27]([Cl:32])[CH:26]=2)[CH2:20][CH2:19]1.CCN=C=NCCCN(C)C.Cl.C1C=CC2N(O)N=NC=2C=1>CN(C=O)C.C(N(CC)CC)C>[C:1]([C:4]1[CH:5]=[CH:6][C:7]([O:10][CH2:11][C:12]([NH:17][CH:18]2[CH2:23][CH2:22][N:21]([CH2:24][C:25]3[CH:30]=[CH:29][C:28]([Cl:31])=[C:27]([Cl:32])[CH:26]=3)[CH2:20][CH2:19]2)=[O:14])=[CH:8][CH:9]=1)(=[O:3])[CH3:2] |f:1.2.3,4.5|. Reported procedure: (4-Acetylphenyloxy)acetic acid (2.0 g) and 4-amino-1-(3,4-dichlorobenzyl)piperidine dihydrochloride (3.4 g) were suspended in DMF (50 mL), and triethylamine (2.9 mL), EDC hydrochloride (2.4 g) and HOBt (1.9 g) were added to the suspension. The suspension was stirred for 12 hrs. The reaction mixture was washed with water and then saturated brine and dried, and the solvent was evaporated under reduced pressure. Diisopropyl ether was added to the residue to crystallize to give the title compound (1... The reactants are COC(=O)c1cc(-n2nnnc2SC)ccc1OC, [Li+], C1CCOC1, [OH-], O. Product: COc1ccc(-n2nnnc2SC)cc1C(=O)O. Reaction SMILES: [CH3:1][O:2][c:3]1[c:4]([C:5](=[O:6])[O:7][CH3:8])[cH:9][c:10](-[n:13]2[n:14][n:15][n:16][c:17]2[S:18][CH3:19])[cH:11][cH:12]1.[Li+:20].[O:23]1[CH2:24][CH2:25][CH2:26][CH2:27]1.[OH-:21].[OH2:22]>>[CH3:1][O:2][c:3]1[c:4]([C:5](=[O:6])[OH:7])[cH:9][c:10](-[n:13]2[n:14][n:15][n:16][c:17]2[S:18][CH3:19])[cH:11][cH:12]1. Starting materials: C(=O)(OCC1=CC=CC=C1)N[C@@](CC1=CC=C(C=C1)O)(C(=O)O)C ((S)-N-carbobenzyloxy-α-methyltyrosine), [H][H] (hydrogen). The reagents and catalysts are [Pd] (palladium on carbon). The solvent is CO (methanol). Product: C[C@](N)(CC1=CC=C(C=C1)O)C(=O)O ((S)-α-methyltyrosine). RXN SMILES: C([NH:11][C@:12]([CH3:24])([C:21]([OH:23])=[O:22])[CH2:13][C:14]1[CH:19]=[CH:18][C:17]([OH:20])=[CH:16][CH:15]=1)(OCC1C=CC=CC=1)=O.[H][H]>[Pd].CO>[CH3:24][C@@:12]([C:21]([OH:23])=[O:22])([CH2:13][C:14]1[CH:19]=[CH:18][C:17]([OH:20])=[CH:16][CH:15]=1)[NH2:11]. Reported procedure: 200 milligrams of (S)-N-carbobenzyloxy-α-methyltyrosine is mixed together with 20 milligrams of 10 percent palladium on carbon catalyst and 10 milliliters of methanol and the mixture subjected to hydrogen at a pressure of 40 psi for several hours. Thereafter, the catalyst is removed and the filtrate concentrated to obtain a (S)-α-methyltyrosine product. Reactants: CO, CCNc1c(N=O)cnn1-c1ccc(F)cc1F, [H][H], [Pd]. The product is CCNc1c(N)cnn1-c1ccc(F)cc1F. RXN SMILES: [CH3:21][OH:22].[F:1][c:2]1[c:3](-[n:9]2[n:10][cH:11][c:12]([N:17]=[O:18])[c:13]2[NH:14][CH2:15][CH3:16])[cH:4][cH:5][c:6]([F:8])[cH:7]1.[H:19][H:20].[Pd:23]>>[F:1][c:2]1[c:3](-[n:9]2[n:10][cH:11][c:12]([NH2:17])[c:13]2[NH:14][CH2:15][CH3:16])[cH:4][cH:5][c:6]([F:8])[cH:7]1. Starting materials: Cc1cc(COc2ccc(S(=O)(=O)NC3CNCC3C(=O)OC(C)(C)C)cc2)c2ccccc2n1, CS(=O)(=O)Cl, CN(C)C=O, CCN(C(C)C)C(C)C, Cl. Product: Cc1cc(COc2ccc(S(=O)(=O)NC3CN(S(C)(=O)=O)CC3C(=O)OC(C)(C)C)cc2)c2ccccc2n1. Reaction SMILES: [CH3:2][c:3]1[n:4][c:5]2[cH:6][cH:7][cH:8][cH:9][c:10]2[c:11]([CH2:13][O:14][c:15]2[cH:16][cH:17][c:18]([S:21](=[O:22])(=[O:23])[NH:24][CH:25]3[CH:26]([C:30](=[O:31])[O:32][C:33]([CH3:34])([CH3:35])[CH3:36])[CH2:27][NH:28][CH2:29]3)[cH:19][cH:20]2)[cH:12]1.[CH3:37][S:38]([Cl:39])(=[O:40])=[O:41].[CH3:42][N:43]([CH3:44])[CH:45]=[O:46].[CH:47]([N:48]([CH2:49][CH3:50])[CH:51]([CH3:52])[CH3:53])([CH3:54])[CH3:55].[ClH:1]>>[CH3:2][c:3]1[n:4][c:5]2[cH:6][cH:7][cH:8][cH:9][c:10]2[c:11]([CH2:13][O:14][c:15]2[cH:16][cH:17][c:18]([S:21](=[O:22])(=[O:23])[NH:24][CH:25]3[CH:26]([C:30](=[O:31])[O:32][C:33]([CH3:34])([CH3:35])[CH3:36])[CH2:27][N:28]([S:38]([CH3:37])(=[O:40])=[O:41])[CH2:29]3)[cH:19][cH:20]2)[cH:12]1.